Dataset: the Open Reaction Database (ORD), a public repository of structured organic reaction records. Task: describe an organic reaction: reactants, conditions, products, and yield Reactants: CCO, O=CO, CN(C)CCOc1ccc(NC(=O)N(N=Cc2ccccc2)c2ccc(Oc3ccccc3)cc2)cc1, C1CCOC1, [OH-], [OH-], [Pd+2]. The product is CN(C)CCOc1ccc(NC(=O)N(NC=O)c2ccc(Oc3ccccc3)cc2)cc1. As a reaction SMILES: [CH2:41]([OH:42])[CH3:43].[CH:1](=[O:2])[OH:3].[CH:4]([c:5]1[cH:6][cH:7][cH:8][cH:9][cH:10]1)=[N:11][N:12]([C:13](=[O:14])[NH:15][c:16]1[cH:17][cH:18][c:19]([O:22][CH2:23][CH2:24][N:25]([CH3:26])[CH3:27])[cH:20][cH:21]1)[c:28]1[cH:29][cH:30][c:31]([O:34][c:35]2[cH:36][cH:37][cH:38][cH:39][cH:40]2)[cH:32][cH:33]1.[O:44]1[CH2:45][CH2:46][CH2:47][CH2:48]1.[OH-:49].[OH-:51].[Pd+2:50]>>[O:2]=[CH:4][NH:11][N:12]([C:13](=[O:14])[NH:15][c:16]1[cH:17][cH:18][c:19]([O:22][CH2:23][CH2:24][N:25]([CH3:26])[CH3:27])[cH:20][cH:21]1)[c:28]1[cH:29][cH:30][c:31]([O:34][c:35]2[cH:36][cH:37][cH:38][cH:39][cH:40]2)[cH:32][cH:33]1. The reactants are O=C([O-])[O-], C1CCOC1, C[Si](C)(C)C(F)(F)F, CC1CCN(CCOc2ccc(C#Cc3ccc(-c4ccc(Cl)cc4)cn3)cc2C=O)CC1, Cl, [Cs+], [F-], [K+], [K+]. Yields the product CC1CCN(CCOc2ccc(C#Cc3ccc(-c4ccc(Cl)cc4)cn3)cc2C(O)C(F)(F)F)CC1. As a reaction SMILES: [C:45](=[O:46])([O-:47])[O-:48].[CH2:51]1[O:52][CH2:53][CH2:54][CH2:55]1.[CH3:1][Si:2]([C:3]([F:4])([F:5])[F:6])([CH3:7])[CH3:8].[Cl:9][c:10]1[cH:11][cH:12][c:13](-[c:16]2[cH:17][cH:18][c:19]([C:22]#[C:23][c:24]3[cH:25][cH:26][c:27]([O:32][CH2:33][CH2:34][N:35]4[CH2:36][CH2:37][CH:38]([CH3:41])[CH2:39][CH2:40]4)[c:28]([CH:29]=[O:30])[cH:31]3)[n:20][cH:21]2)[cH:14][cH:15]1.[ClH:44].[Cs+:43].[F-:42].[K+:49].[K+:50]>>[C:3]([F:4])([F:5])([F:6])[CH:29]([c:28]1[c:27]([O:32][CH2:33][CH2:34][N:35]2[CH2:36][CH2:37][CH:38]([CH3:41])[CH2:39][CH2:40]2)[cH:26][cH:25][c:24]([C:23]#[C:22][c:19]2[cH:18][cH:17][c:16](-[c:13]3[cH:12][cH:11][c:10]([Cl:9])[cH:15][cH:14]3)[cH:21][n:20]2)[cH:31]1)[OH:30].